From a dataset of the Open Reaction Database (ORD), a public repository of structured organic reaction records. describe an organic reaction: reactants, conditions, products, and yield Reaction SMILES: [CH3:18][CH2:19][O:20][C:21]([CH3:22])=[O:23].[CH3:24][CH2:25][OH:26].[H:16][H:17].[OH:1][c:2]1[cH:3][cH:4][cH:5][c:6]2[c:14]1-[c:13]1[c:8]([cH:9][cH:10][cH:11][cH:12]1)[C:7]2=[O:15]>>[OH:1][c:2]1[cH:3][cH:4][cH:5][c:6]2[c:14]1-[c:13]1[c:8]([cH:9][cH:10][cH:11][cH:12]1)[CH2:7]2. Yields the product Oc1cccc2c1-c1ccccc1C2. Reactants: CCOC(C)=O, CCO, [H][H], O=C1c2ccccc2-c2c(O)cccc21. Starting materials: OCC1=CC=C(O1)C(=O)O (5-hydroxymethylfuran-2-carboxylic acid), ClCCl (dichloromethane), N1=CC=CC=C1 (pyridine), C(C)(=O)OC(C)=O (acetic anhydride). The reagents and catalysts are CN(C1=CC=NC=C1)C (4-dimethylaminopyridine). Run in C(C)(=O)OCC (ethyl acetate). Conditions: time 2 hour. Product: C(C)(=O)OCC1=CC=C(O1)C(=O)O (5-Acetoxymethylfuran-2-carboxylic acid). As a reaction SMILES: [OH:1][CH2:2][C:3]1[O:7][C:6]([C:8]([OH:10])=[O:9])=[CH:5][CH:4]=1.ClCCl.N1C=CC=CC=1.[C:20](OC(=O)C)(=[O:22])[CH3:21]>CN(C)C1C=CN=CC=1.C(OCC)(=O)C>[C:20]([O:1][CH2:2][C:3]1[O:7][C:6]([C:8]([OH:10])=[O:9])=[CH:5][CH:4]=1)(=[O:22])[CH3:21]. Procedure details: A mixture of 5-hydroxymethylfuran-2-carboxylic acid (5.90g), dry dichloromethane (100ml), pyridine (6.71ml), 4-dimethylaminopyridine (507mg), and acetic anhydride (4.21ml) was stirred for 2 hours at room temperature. The mixture was diluted with ethyl acetate and washed with 5M hydrochloric acid and brine (3 times), dried (MgSO4), and evaporated. The residue was re-evaporated twice from dry toluene to give the title acid as a solid (5.00g); δH [(CD3)2CO]2.05 (3H, s), 5.11 (2H, s), 6.62 (1H, d, J...